From a dataset of the Open Reaction Database (ORD), a public repository of structured organic reaction records. describe an organic reaction: reactants, conditions, products, and yield Starting materials: BrC1=C(C(=CC(=C1)[N+](=O)[O-])Br)N=C1NCCN1 (2-(2,6-dibromo-4-nitro phenylimino)imidazolidine), Cl (hydrochloric acid). Reagents/catalysts: [Fe] (iron). The solvent is C(C)O (ethanol), C(C)O (ethanol). The product is NC1=CC(=C(C(=C1)Br)N=C1NCCN1)Br (2-(4-amino-2,6-dibromophenylimino)imidazolidine). Yield: 87.2%. Reaction SMILES: Cl.[Br:2][C:3]1[CH:8]=[C:7]([N+:9]([O-])=O)[CH:6]=[C:5]([Br:12])[C:4]=1[N:13]=[C:14]1[NH:18][CH2:17][CH2:16][NH:15]1>C(O)C.[Fe]>[NH2:9][C:7]1[CH:6]=[C:5]([Br:12])[C:4]([N:13]=[C:14]2[NH:18][CH2:17][CH2:16][NH:15]2)=[C:3]([Br:2])[CH:8]=1. Procedure details: A solution of concentrated hydrochloric acid (2.8 ml, 0.028 M) in aqueous ethanol (50%, 15 ml) was added dropwise to a stirred heated mixture of 2-(2,6-dibromo-4-nitro phenylimino)imidazolidine (4 g, 0.011 M) and iron powder (1.9 g, 0.034 M) in aqueous ethanol (50%). The mixture was heated under reflux for 3 hours after which time it was filtered hot and evaporated to a low volume. This residual solution was acidified with dilute hydrochloric acid and the resulting solid was removed. The solutio... The reactants are CCOC(=O)C(CNC(=O)CCNC(=O)c1ccc(C(=N)NC(=O)OC(C)(C)C)cc1)NS(=O)(=O)c1ccccc1, O=C(O)C(F)(F)F. The product is CCOC(=O)C(CNC(=O)CCNC(=O)c1ccc(C(=N)N)cc1)NS(=O)(=O)c1ccccc1. RXN SMILES: [CH2:1]([CH3:2])[O:3][C:4]([CH:5]([CH2:6][NH:7][C:8]([CH2:9][CH2:10][NH:11][C:12]([c:13]1[cH:14][cH:15][c:16]([C:19]([NH:20][C:21]([O:22][C:23]([CH3:24])([CH3:25])[CH3:26])=[O:27])=[NH:28])[cH:17][cH:18]1)=[O:29])=[O:30])[NH:31][S:32](=[O:33])(=[O:34])[c:35]1[cH:36][cH:37][cH:38][cH:39][cH:40]1)=[O:41].[F:42][C:43]([F:44])([F:45])[C:46]([OH:47])=[O:48]>>[CH2:1]([CH3:2])[O:3][C:4]([CH:5]([CH2:6][NH:7][C:8]([CH2:9][CH2:10][NH:11][C:12]([c:13]1[cH:14][cH:15][c:16]([C:19](=[NH:20])[NH2:28])[cH:17][cH:18]1)=[O:29])=[O:30])[NH:31][S:32](=[O:33])(=[O:34])[c:35]1[cH:36][cH:37][cH:38][cH:39][cH:40]1)=[O:41]. Reactants: NC1CN2CCC1CC2 (3-aminoquinuclidine), CN1CCOCC1 (N-methylmorpholine), ClC=1C=C(C2=C(N(C(C(O2)C)=O)CCCC2=CC=CC=C2)C1)C(=O)Cl (6-chloro-3,4-dihydro-2-methyl-3-oxo-4-(3-phenylpropyl)-2H-1,4-benzoxazine-8-carboxylic acid chloride). Solvent: C(Cl)(Cl)Cl (chloroform), C(Cl)(Cl)Cl (chloroform). Product: O.Cl.ClC=1C=C(C2=C(N(C(C(O2)C)=O)CCCC2=CC=CC=C2)C1)C(=O)NC1CN2CCC1CC2.ClC=2C=C(C1=C(N(C(C(O1)C)=O)CCCC1=CC=CC=C1)C2)C(=O)NC2CN1CCC2CC1.Cl (6-chloro-3,4-dihydro-2-methyl-3-oxo-4-(3-phenylpropyl)-N-(3-quinuclidinyl)-2H-1,4-benzoxazine-8-carboxamide hydrochloride hemihydrate). Reaction SMILES: [NH2:1][CH:2]1[CH:7]2[CH2:8][CH2:9][N:4]([CH2:5][CH2:6]2)[CH2:3]1.CN1CC[O:14]CC1.[Cl:17][C:18]1[CH:19]=[C:20]([C:39](Cl)=[O:40])[C:21]2[O:26][CH:25]([CH3:27])[C:24](=[O:28])[N:23]([CH2:29][CH2:30][CH2:31][C:32]3[CH:37]=[CH:36][CH:35]=[CH:34][CH:33]=3)[C:22]=2[CH:38]=1>C(Cl)(Cl)Cl>[OH2:14].[ClH:17].[Cl:17][C:18]1[CH:19]=[C:20]([C:39]([NH:1][CH:2]2[CH:7]3[CH2:8][CH2:9][N:4]([CH2:5][CH2:6]3)[CH2:3]2)=[O:40])[C:21]2[O:26][CH:25]([CH3:27])[C:24](=[O:28])[N:23]([CH2:29][CH2:30][CH2:31][C:32]3[CH:37]=[CH:36][CH:35]=[CH:34][CH:33]=3)[C:22]=2[CH:38]=1.[Cl:17][C:18]1[CH:19]=[C:20]([C:39]([NH:1][CH:2]2[CH:7]3[CH2:8][CH2:9][N:4]([CH2:5][CH2:6]3)[CH2:3]2)=[O:40])[C:21]2[O:26][CH:25]([CH3:27])[C:24](=[O:28])[N:23]([CH2:29][CH2:30][CH2:31][C:32]3[CH:37]=[CH:36][CH:35]=[CH:34][CH:33]=3)[C:22]=2[CH:38]=1.[ClH:17] |f:4.5.6.7.8|. Reported procedure: To a solution of 1.50 g of 3-aminoquinuclidine and 1.3 g of N-methylmorpholine in 30 ml of chloroform is added a solution of 4.5 g of 6-chloro-3,4-dihydro-2-methyl-3-oxo-4-(3-phenylpropyl)-2H-1,4-benzoxazine-8-carboxylic acid chloride in 20 ml of chloroform under cooling and stirring followed by stirring for 4 hours. The resultant solution is washed with water, aqueous sodium hydrogen carbonate and then water, and dried over magnesium sulfate. After the solvent is distilled off under reduced pre...